This data is from the Open Reaction Database (ORD), a public repository of structured organic reaction records. The task is: describe an organic reaction: reactants, conditions, products, and yield Starting materials: C(C)(C)(C)OCCOC1=CC=C(C=C1)[C@@H]1C(N(C(N1)=O)[C@@H]([C@@H](C)C1=CC=CC=C1)C=1NC(=CN1)C1=C(C=C(C=C1)C#C)F)=O ((R)-5-[4-(2-tert-butoxy-ethoxy)-phenyl]-3-{(1S,2S)-1-[5-(4-ethynyl-2-fluoro-phenyl)-1H-imidazol-2-yl]-2-phenyl-propyl}-imidazolidine-2,4-dione), ClCCl.C(C)#N (dichloromethane acetonitrile), [I-].[Na+] (sodium iodide), Cl[Si](C)(C)C (chlorotrimethylsilane), [I-].[Na+] (sodium iodide), Cl[Si](C)(C)C (chlorotrimethylsilane). The solvent is C(C)(=O)OCC (ethyl acetate). Run at time 30 minute. The product is C(#C)C1=CC(=C(C=C1)C1=CN=C(N1)[C@H]([C@@H](C)C1=CC=CC=C1)N1C(N[C@@H](C1=O)C1=CC=C(C=C1)OCCO)=O)F ((R)-3-{(1S,2S)-1-[5-(4-ethynyl-2-fluoro-phenyl)-1H-imidazol-2-yl]-2-phenyl-propyl}-5-[4-(2-hydroxy-ethoxy)-phenyl]-imidazolidine-2,4-dione). The yield is 22.4%. RXN SMILES: C([O:5][CH2:6][CH2:7][O:8][C:9]1[CH:14]=[CH:13][C:12]([C@H:15]2[NH:19][C:18](=[O:20])[N:17]([C@H:21]([C:30]3[NH:31][C:32]([C:35]4[CH:40]=[CH:39][C:38]([C:41]#[CH:42])=[CH:37][C:36]=4[F:43])=[CH:33][N:34]=3)[C@H:22]([C:24]3[CH:29]=[CH:28][CH:27]=[CH:26][CH:25]=3)[CH3:23])[C:16]2=[O:44])=[CH:11][CH:10]=1)(C)(C)C.ClCCl.C(#N)C.[I-].[Na+].Cl[Si](C)(C)C>C(OCC)(=O)C>[C:41]([C:38]1[CH:39]=[CH:40][C:35]([C:32]2[NH:31][C:30]([C@@H:21]([N:17]3[C:16](=[O:44])[C@@H:15]([C:12]4[CH:11]=[CH:10][C:9]([O:8][CH2:7][CH2:6][OH:5])=[CH:14][CH:13]=4)[NH:19][C:18]3=[O:20])[C@H:22]([C:24]3[CH:25]=[CH:26][CH:27]=[CH:28][CH:29]=3)[CH3:23])=[N:34][CH:33]=2)=[C:36]([F:43])[CH:37]=1)#[CH:42] |f:1.2,3.4|. Procedure details: To a solution of (R)-5-[4-(2-tert-butoxy-ethoxy)-phenyl]-3-{(1S,2S)-1-[5-(4-ethynyl-2-fluoro-phenyl)-1H-imidazol-2-yl]-2-phenyl-propyl}-imidazolidine-2,4-dione (293 mg, 0.49 mmol) in 1:1 v/v dichloromethane/acetonitrile (10 mL) at 0° C. under an atmosphere of nitrogen was added sodium iodide (148 mg, 0.99 mmol) followed by chlorotrimethylsilane (184 μL, 1.45 mmol) and the resulting mixture was allowed to stir for 30 minutes. Additional sodium iodide (148 mg, 0.99 mmol) followed by chlorotrimethy... Starting materials: C([O-])(O)=O.[Na+] (Sodium bicarbonate), C(C1=CC=CC=C1)OC(=O)NC(C(=O)O)CC1=CC=C(C=C1)Br (2-{[(benzyloxy)carbonyl]amino}-3-(4-bromophenyl)propanoic acid), NCC(CC(CC)(C)C)O (1-amino-4,4-dimethylhexan-2-ol), Cl.CN(CCCN=C=NCC)C (1-[3-(dimethylamino)propyl]-3-ethylcarbodiimide hydrochloride), ON1N=NC2=C1C=CC=C2 (1-hydroxybenzotriazole). Run in C(Cl)Cl (methylene chloride). Conditions: time 8 hour. Yields the product BrC1=CC=C(CC(C(=O)NCC(CC(CC)(C)C)O)NC(OCC2=CC=CC=C2)=O)C=C1 (benzyl {1-(4-bromobenzyl)-2-[(2-hydroxy-4,4-dimethylhexyl)amino]-2-oxoethyl}carbamate). Reaction SMILES: C(=O)(O)[O-].[Na+].[CH2:6]([O:13][C:14]([NH:16][CH:17]([CH2:21][C:22]1[CH:27]=[CH:26][C:25]([Br:28])=[CH:24][CH:23]=1)[C:18]([OH:20])=O)=[O:15])[C:7]1[CH:12]=[CH:11][CH:10]=[CH:9][CH:8]=1.[NH2:29][CH2:30][CH:31]([OH:38])[CH2:32][C:33]([CH3:37])([CH3:36])[CH2:34][CH3:35].Cl.CN(C)CCCN=C=NCC.ON1C2C=CC=CC=2N=N1>C(Cl)Cl>[Br:28][C:25]1[CH:26]=[CH:27][C:22]([CH2:21][CH:17]([NH:16][C:14](=[O:15])[O:13][CH2:6][C:7]2[CH:8]=[CH:9][CH:10]=[CH:11][CH:12]=2)[C:18]([NH:29][CH2:30][CH:31]([OH:38])[CH2:32][C:33]([CH3:37])([CH3:36])[CH2:34][CH3:35])=[O:20])=[CH:23][CH:24]=1 |f:0.1,4.5|. Reported procedure: Sodium bicarbonate (17.36 g, 207 mmol) was added to an ambient temperature solution of 2-{[(benzyloxy)carbonyl]amino}-3-(4-bromophenyl)propanoic acid (7.79 g, 20.7 mmol), 1-amino-4,4-dimethylhexan-2-ol (3 g, 20.7 mmol), 1-[3-(dimethylamino)propyl]-3-ethylcarbodiimide hydrochloride (7.92 g, 41.4 mmol) and 1-hydroxybenzotriazole (5.58 g, 41.4 mmol) in methylene chloride (150 mL). After stirring at ambient temperature overnight, the reaction mixture was quenched with water and extracted with methyl... Reactants: CN1CCN(CC1)C(=S)N (4-methyl-1-piperazinyl-thiocarboxamide), CC(C)(C)C(=O)CCl (chloropinacoline), C(C)OCC (diethyl ether). The solvent is C(C)O (ethanol). Yields the product CN1CCN(CC1)C=1SC=C(N1)C(C)(C)C (2-(4-methyl-1-piperazinyl)-4-tert.butyl-thiazole). As a reaction SMILES: [CH3:1][C:2]([C:5]([CH2:7]Cl)=O)([CH3:4])[CH3:3].[CH3:9][N:10]1[CH2:15][CH2:14][N:13]([C:16]([NH2:18])=[S:17])[CH2:12][CH2:11]1.C(OCC)C>C(O)C>[CH3:9][N:10]1[CH2:15][CH2:14][N:13]([C:16]2[S:17][CH:7]=[C:5]([C:2]([CH3:4])([CH3:3])[CH3:1])[N:18]=2)[CH2:12][CH2:11]1. Procedure details: 1.34 g of chloropinacoline are dissolved in 15 cc of absolute ethanol. After the addition of 1.6 g of 4-methyl-1-piperazinyl-thiocarboxamide, the mixture is heated to the boil on a water bath for 1 hour. Cooling is then effected and diethyl ether is added until the mixture remains turbid. The precipitated crystals are filtered off and recrystallized from ethanol. The resulting 2-(4-methyl-1-piperazinyl)-4-tert.butyl-thiazole hydrochloride has an M.P. of 206°. The base liberated from its hydrochl... Reactants: Br.Br.C(C)OC(=O)[C@H](CCCC1CCNCC1)N[C@H]1CSC2=C(N(C1=O)CC(=O)O)C=CC=C2 (3(R)-[1(S)-ethoxycarbonyl-4-(4-piperidyl)butyl]amino-4-oxo-2,3,4,5-tetrahydro-1,5-benzothiazepine-5-acetic acid.dihydrobromide), C(C)(=O)O (acetic acid). Run in [OH-].[Na+] (sodium hydroxide). Reaction conditions: time 30 minute. Product: C(=O)(O)[C@H](CCCC1CCNCC1)N[C@H]1CSC2=C(N(C1=O)CC(=O)O)C=CC=C2 (3(R)-[1(S)-carboxy-4-(4-piperidyl)butyl]amino-4-oxo-2,3,4,5-tetrahydro-1,5-benzothiazepine-5-acetic acid). Isolated yield 86.2%. RXN SMILES: Br.Br.C([O:5][C:6]([C@@H:8]([NH:18][C@@H:19]1[C:25](=[O:26])[N:24]([CH2:27][C:28]([OH:30])=[O:29])[C:23]2[CH:31]=[CH:32][CH:33]=[CH:34][C:22]=2[S:21][CH2:20]1)[CH2:9][CH2:10][CH2:11][CH:12]1[CH2:17][CH2:16][NH:15][CH2:14][CH2:13]1)=[O:7])C.C(O)(=O)C>[OH-].[Na+]>[C:6]([C@@H:8]([NH:18][C@@H:19]1[C:25](=[O:26])[N:24]([CH2:27][C:28]([OH:30])=[O:29])[C:23]2[CH:31]=[CH:32][CH:33]=[CH:34][C:22]=2[S:21][CH2:20]1)[CH2:9][CH2:10][CH2:11][CH:12]1[CH2:17][CH2:16][NH:15][CH2:14][CH2:13]1)([OH:7])=[O:5] |f:0.1.2,4.5|. Procedure: In 12 ml of 1N aqueous sodium hydroxide solution is dissolved 0.5 g of 3(R)-[1(S)-ethoxycarbonyl-4-(4-piperidyl)butyl]amino-4-oxo-2,3,4,5-tetrahydro-1,5-benzothiazepine-5-acetic acid.dihydrobromide, and the solution is allowed to stand at room temperature for 30 minutes. The solution is neutralized with 2 ml of acetic acid, and purified by MCI-gel (CHP 20P, 150 to 300μ, Mitsubishi Chemical Industries, Japan) column chormatography (water:methanol=2:1). The eluent is concentrated under reduced pre... Reactants: N1CCCCC1 (piperidine), BrCC=1C=C(C(=O)OC)C=CC1 (3-(bromomethyl)benzoic acid, methyl ester). Solvent: C1(=CC=CC=C1)C (toluene). Run at time 4 hour. The product is N1(CCCCC1)CC=1C=C(C(=O)OC)C=CC1 (3-(1-Piperidinylmethyl)benzoic acid, methyl ester). Reaction SMILES: [NH:1]1[CH2:6][CH2:5][CH2:4][CH2:3][CH2:2]1.Br[CH2:8][C:9]1[CH:10]=[C:11]([CH:16]=[CH:17][CH:18]=1)[C:12]([O:14][CH3:15])=[O:13]>C1(C)C=CC=CC=1>[N:1]1([CH2:8][C:9]2[CH:10]=[C:11]([CH:16]=[CH:17][CH:18]=2)[C:12]([O:14][CH3:15])=[O:13])[CH2:6][CH2:5][CH2:4][CH2:3][CH2:2]1. Procedure: A mixture of piperidine (25 ml) and 3-(bromomethyl)benzoic acid, methyl ester (20 g) in toluene (600 ml) was stirred at room temperature for 4 h. The white preciptiate was removed by filtration and the filtrate was distilled to give the title compound as a colourless oil (17.56 g) b.p. 110° (10-1 mm). TLC silica; ether; Rf 0.7. The reactants are NC1=CC2=C(SC(=C2)C=2C(=NC=C(C2)[N+]#[C-])N)C=C1 (3-(5-aminobenzo[b]thiophen-2-yl)-5-isocyanopyridin-2-amine), ClC1=C(C=C(C=C1)N=C=O)C(F)(F)F (4-chloro-3-(trifluoromethyl)phenyl isocyanate). Run in O1CCCC1 (tetrahydrofuran), C(C)(=O)OCC (ethyl acetate). Run at time 3 hour. Yields the product NC1=NC=C(C=C1C1=CC2=C(S1)C=CC(=C2)NC(=O)NC2=CC(=C(C=C2)Cl)C(F)(F)F)[N+]#[C-] (1-(2-(2-amino-5-isocyanopyridin-3-yl)benzo[b]thiophen-5-yl)-3-(4-chloro-3-(trifluoromethyl)phenyl)urea). As a reaction SMILES: [NH2:1][C:2]1[CH:19]=[CH:18][C:5]2[S:6][C:7]([C:9]3[C:10]([NH2:17])=[N:11][CH:12]=[C:13]([N+:15]#[C-:16])[CH:14]=3)=[CH:8][C:4]=2[CH:3]=1.[Cl:20][C:21]1[CH:26]=[CH:25][C:24]([N:27]=[C:28]=[O:29])=[CH:23][C:22]=1[C:30]([F:33])([F:32])[F:31]>O1CCCC1.C(OCC)(=O)C>[NH2:17][C:10]1[C:9]([C:7]2[S:6][C:5]3[CH:18]=[CH:19][C:2]([NH:1][C:28]([NH:27][C:24]4[CH:25]=[CH:26][C:21]([Cl:20])=[C:22]([C:30]([F:32])([F:31])[F:33])[CH:23]=4)=[O:29])=[CH:3][C:4]=3[CH:8]=2)=[CH:14][C:13]([N+:15]#[C-:16])=[CH:12][N:11]=1. Procedure: To the stirring mixture of 3-(5-aminobenzo[b]thiophen-2-yl)-5-isocyanopyridin-2-amine (1.064 g, 4 mmol, 1 eq) in anhydrous tetrahydrofuran (25 mL) under nitrogen atmosphere was added 4-chloro-3-(trifluoromethyl)phenyl isocyanate (904 mg, 1 eq) and the reaction mixture was stirred at room temperature for three hours. The reaction was then diluted with ethyl acetate, washed sequentially with aqueous ammonium chloride, saturated aqueous sodium bicarbonate, and brine, and dried with anhydrous sodium... Reactants: O=C([O-])[O-], CCC(=O)Nc1ccc(CBr)cc1C(=O)OC, CC(C)=O, Oc1ccc(Cl)cc1Cl, Cl, [K+], [K+]. The product is CCC(=O)Nc1ccc(COc2ccc(Cl)cc2Cl)cc1C(=O)OC. RXN SMILES: [C:27](=[O:28])([O-:29])[O-:30].[CH3:1][O:2][C:3]([c:4]1[c:5]([NH:12][C:13]([CH2:14][CH3:15])=[O:16])[cH:6][cH:7][c:8]([CH2:10][Br:11])[cH:9]1)=[O:17].[CH3:34][C:35](=[O:36])[CH3:37].[Cl:18][c:19]1[c:20]([OH:26])[cH:21][cH:22][c:23]([Cl:25])[cH:24]1.[ClH:33].[K+:31].[K+:32]>>[CH3:1][O:2][C:3]([c:4]1[c:5]([NH:12][C:13]([CH2:14][CH3:15])=[O:16])[cH:6][cH:7][c:8]([CH2:10][O:26][c:20]2[c:19]([Cl:18])[cH:24][c:23]([Cl:25])[cH:22][cH:21]2)[cH:9]1)=[O:17].